This data is from the Open Reaction Database (ORD), a public repository of structured organic reaction records. The task is: describe an organic reaction: reactants, conditions, products, and yield Reactants: Br[Mg]c1ccccc1, Br, CCOCC, O=S(c1ccccc1)c1ccccc1, c1ccccc1. Product: [Br-], c1ccc([S+](c2ccccc2)c2ccccc2)cc1. Reaction SMILES: [Br:1][Mg:2][c:3]1[cH:4][cH:5][cH:6][cH:7][cH:8]1.[BrH:28].[CH3:9][CH2:10][O:11][CH2:12][CH3:13].[c:14]1([S:20](=[O:21])[c:22]2[cH:23][cH:24][cH:25][cH:26][cH:27]2)[cH:15][cH:16][cH:17][cH:18][cH:19]1.[cH:29]1[cH:30][cH:31][cH:32][cH:33][cH:34]1>>[Br-:1].[c:3]1([S+:20]([c:14]2[cH:15][cH:16][cH:17][cH:18][cH:19]2)[c:22]2[cH:23][cH:24][cH:25][cH:26][cH:27]2)[cH:4][cH:5][cH:6][cH:7][cH:8]1. Reactants: CC(C)(C)C(=O)Cl, COC(C)(C)C, Nc1ccc(Cl)c(Cl)c1, [Na+], [OH-]. The product is CC(C)(C)C(=O)Nc1ccc(Cl)c(Cl)c1. As a reaction SMILES: [C:12]([C:13]([CH3:14])([CH3:15])[CH3:16])(=[O:17])[Cl:18].[C:19]([O:20][CH3:21])([CH3:22])([CH3:23])[CH3:24].[NH2:1][c:2]1[cH:3][cH:4][c:5]([Cl:6])[c:7]([Cl:8])[cH:9]1.[Na+:11].[OH-:10]>>[NH:1]([c:2]1[cH:3][cH:4][c:5]([Cl:6])[c:7]([Cl:8])[cH:9]1)[C:12]([C:13]([CH3:14])([CH3:15])[CH3:16])=[O:17]. The reactants are N#CC1c2ccccc2C=CN1C(=O)c1ccccc1, CC[N+](CC)(CC)Cc1ccccc1, CC(C)Br, [Cl-], [Na+], [OH-]. Yields the product CC(C)C1(C#N)c2ccccc2C=CN1C(=O)c1ccccc1. As a reaction SMILES: [C:1](#[N:2])[CH:3]1[N:4]([C:13]([c:14]2[cH:15][cH:16][cH:17][cH:18][cH:19]2)=[O:20])[CH:5]=[CH:6][c:7]2[cH:8][cH:9][cH:10][cH:11][c:12]21.[CH2:28]([N+:29]([CH2:30][CH3:31])([CH2:32][CH3:33])[CH2:34][CH3:35])[c:36]1[cH:37][cH:38][cH:39][cH:40][cH:41]1.[CH:23]([CH3:24])([CH3:25])[Br:26].[Cl-:27].[Na+:22].[OH-:21]>>[C:1](#[N:2])[C:3]1([CH:23]([CH3:24])[CH3:25])[N:4]([C:13]([c:14]2[cH:15][cH:16][cH:17][cH:18][cH:19]2)=[O:20])[CH:5]=[CH:6][c:7]2[cH:8][cH:9][cH:10][cH:11][c:12]21. Starting materials: BrC1=CC=C(C=C1)C=1NC=CN1 (2-(4-bromophenyl)-1H-imidazole), C1(CC1)NC(C1=CC(=C(C=C1)C)B1OC(C(O1)(C)C)(C)C)=O (N-cyclopropyl-4-methyl-3-(4,4,5,5-tetramethyl-[1,3,2]-dioxaborolan-2-yl)benzamide), C1(CC1)NC(C1=CC(=C(C=C1)C)B1OC(C(O1)(C)C)(C)C)=O (N-cyclopropyl-4-methyl-3-(4,4,5,5-tetramethyl-[1,3,2]-dioxaborolan-2-yl)benzamide). Product: C1(CC1)NC(=O)C=1C=C(C(=CC1)C)C1=CC=C(C=C1)C=1NC=CN1 (N-Cyclopropyl-4′-(1H-imidazol-2-yl)-6-methyl-[1,1′-biphenyl]-3-carboxamide). Reaction SMILES: Br[C:2]1[CH:7]=[CH:6][C:5]([C:8]2[NH:9][CH:10]=[CH:11][N:12]=2)=[CH:4][CH:3]=1.[CH:13]1([NH:16][C:17](=[O:34])[C:18]2[CH:23]=[CH:22][C:21]([CH3:24])=[C:20](B3OC(C)(C)C(C)(C)O3)[CH:19]=2)[CH2:15][CH2:14]1>>[CH:13]1([NH:16][C:17]([C:18]2[CH:23]=[C:22]([C:2]3[CH:7]=[CH:6][C:5]([C:8]4[NH:9][CH:10]=[CH:11][N:12]=4)=[CH:4][CH:3]=3)[C:21]([CH3:24])=[CH:20][CH:19]=2)=[O:34])[CH2:14][CH2:15]1. Procedure: Example 8 was prepared using 2-(4-bromophenyl)-1H-imidazole and N-cyclopropyl-4-methyl-3-(4,4,5,5-tetramethyl-[1,3,2]-dioxaborolan-2-yl)benzamide (Intermediate 17). Starting materials: O=C([O-])[O-], O=C([O-])[O-], CCC1C(=O)Nc2ccc(F)cc2N1C(=O)c1ccc(OC)cc1, CC#N, [Cs+], [Cs+], CCI, [K+], [K+]. Yields the product CCC1C(=O)N(CC)c2ccc(F)cc2N1C(=O)c1ccc(OC)cc1. As a reaction SMILES: [C:25](=[O:26])([O-:27])[O-:28].[C:31](=[O:32])([O-:33])[O-:34].[CH2:1]([CH3:2])[CH:3]1[C:4](=[O:24])[NH:5][c:6]2[cH:7][cH:8][c:9]([F:23])[cH:10][c:11]2[N:12]1[C:13]([c:14]1[cH:15][cH:16][c:17]([O:20][CH3:21])[cH:18][cH:19]1)=[O:22].[CH3:40][C:41]#[N:42].[Cs+:35].[Cs+:36].[I:37][CH2:38][CH3:39].[K+:29].[K+:30]>>[CH2:1]([CH3:2])[CH:3]1[C:4](=[O:24])[N:5]([CH2:38][CH3:39])[c:6]2[cH:7][cH:8][c:9]([F:23])[cH:10][c:11]2[N:12]1[C:13]([c:14]1[cH:15][cH:16][c:17]([O:20][CH3:21])[cH:18][cH:19]1)=[O:22]. Reactants: C1=CC=C2C(C3=CC=CC=C3C=CC2=C1)O (dibenzosuberenol), C(CC(=O)O)(=O)O (malonic acid). Conditions: temperature 160 celsius, time 1.5 hour. Product: C1=CC=CC=2C(C3=C(C=CC21)C=CC=C3)CC(=O)O (5H-Dibenzo[a,d]cycloheptene-5-acetic acid). Reaction SMILES: [CH:1]1[CH:15]=[C:14]2[C:4]([CH:5](O)[C:6]3[C:11]([CH:12]=[CH:13]2)=[CH:10][CH:9]=[CH:8][CH:7]=3)=[CH:3][CH:2]=1.C(O)(=O)[CH2:18][C:19]([OH:21])=[O:20]>>[CH:15]1[C:14]2[CH:13]=[CH:12][C:11]3[CH:10]=[CH:9][CH:8]=[CH:7][C:6]=3[CH:5]([CH2:18][C:19]([OH:21])=[O:20])[C:4]=2[CH:3]=[CH:2][CH:1]=1. Reported procedure: A round bottom flask, equipped with a distillation apparatus, is charged with dibenzosuberenol (10.0 g, 48.01 mmol) and malonic acid (25.0 g, 240.08 mmol). The mixture is heated in a 160° C. oil bath. The solids melt. Gas bubbles form and water and acetic acid are distilled through the condenser. After 1.5 hours, the mixture is cooled to room temperature and dissolved in ethyl acetate. The organic solution is washed with brine and dried over MgSO4. The solvent is removed in vacuo to give an off ... The reactants are FC=1C=C(C#N)C=CC1B1OC(C(O1)(C)C)(C)C (3-fluoro-4-(4,4,5,5-tetramethyl-1,3,2-dioxaborolan-2-yl)benzonitrile), BrC1=CC(=NC=C1)C (4-bromo-2-methylpyridine), C([O-])([O-])=O.[Na+].[Na+] (sodium carbonate). The reagents and catalysts are C=1C=CC(=CC1)[P](C=2C=CC=CC2)(C=3C=CC=CC3)[Pd]([P](C=4C=CC=CC4)(C=5C=CC=CC5)C=6C=CC=CC6)([P](C=7C=CC=CC7)(C=8C=CC=CC8)C=9C=CC=CC9)[P](C=1C=CC=CC1)(C=1C=CC=CC1)C=1C=CC=CC1 (tetrakis(triphenylphosphine)palladium(0)). The solvent is COCCOC (1,2-dimethoxyethane), O (water). Reaction conditions: temperature 80 celsius, time 30 minute. Product: FC=1C=C(C#N)C=CC1C1=CC(=NC=C1)C (3-fluoro-4-(2-methylpyridin-4-yl)benzonitrile). As a reaction SMILES: [F:1][C:2]1[CH:3]=[C:4]([CH:7]=[CH:8][C:9]=1B1OC(C)(C)C(C)(C)O1)[C:5]#[N:6].Br[C:20]1[CH:25]=[CH:24][N:23]=[C:22]([CH3:26])[CH:21]=1.C(=O)([O-])[O-].[Na+].[Na+]>COCCOC.O.C1C=CC([P]([Pd]([P](C2C=CC=CC=2)(C2C=CC=CC=2)C2C=CC=CC=2)([P](C2C=CC=CC=2)(C2C=CC=CC=2)C2C=CC=CC=2)[P](C2C=CC=CC=2)(C2C=CC=CC=2)C2C=CC=CC=2)(C2C=CC=CC=2)C2C=CC=CC=2)=CC=1>[F:1][C:2]1[CH:3]=[C:4]([CH:7]=[CH:8][C:9]=1[C:20]1[CH:25]=[CH:24][N:23]=[C:22]([CH3:26])[CH:21]=1)[C:5]#[N:6] |f:2.3.4,^1:43,45,64,83|. Procedure details: A mixture of 3-fluoro-4-(4,4,5,5-tetramethyl-1,3,2-dioxaborolan-2-yl)benzonitrile (14.0 g), 4-bromo-2-methylpyridine (5.84 mL), tetrakis(triphenylphosphine)palladium(0) (5.24 g) and 2N aqueous sodium carbonate solution (91 mL) in 1,2-dimethoxyethane (20 mL) was stirred at 80° C. for 30 min under a nitrogen atmosphere. The reaction mixture was allowed to cool to room temperature, and diluted with water, and the mixture was extracted with ethyl acetate. The organic layer was separated, and dried o... The reactants are [Si](C)(C)(C(C)(C)C)OC[C@@H](C1=CC=CC=C1)NC(=O)C1=C(N=C2N1C=C(C=C2OCC2=C(C=CC=C2)F)C(=O)OCC)C (ethyl 3-{[(1R)-2-{[tert-butyl(dimethyl)silyl]oxy}-1-phenylethyl]carbamoyl}-8-[(2-fluorobenzyl)oxy]-2-methylimidazo[1,2-a]pyridine-6-carboxylate), [F-].C(CCC)[N+](CCCC)(CCCC)CCCC.C1CCOC1 (tetrabutylammonium fluoride THF), O (water), C(C)(=O)OCC (ethyl acetate). Run in C1CCOC1 (THF). Reaction conditions: time 30 minute. Product: FC1=C(COC=2C=3N(C=C(C2)C(=O)OCC)C(=C(N3)C)C(N[C@@H](CO)C3=CC=CC=C3)=O)C=CC=C1 (ethyl 8-[(2-fluorobenzyl)oxy]-3-{[(1R)-2-hydroxy-1-phenylethyl]carbamoyl}-2-methylimidazo[1,2-a]pyridine-6-carboxylate). Yield: 73.3%. Reaction SMILES: [Si]([O:8][CH2:9][C@H:10]([NH:17][C:18]([C:20]1[N:24]2[CH:25]=[C:26]([C:38]([O:40][CH2:41][CH3:42])=[O:39])[CH:27]=[C:28]([O:29][CH2:30][C:31]3[CH:36]=[CH:35][CH:34]=[CH:33][C:32]=3[F:37])[C:23]2=[N:22][C:21]=1[CH3:43])=[O:19])[C:11]1[CH:16]=[CH:15][CH:14]=[CH:13][CH:12]=1)(C(C)(C)C)(C)C.[F-].C([N+](CCCC)(CCCC)CCCC)CCC.C1COCC1.O.C(OCC)(=O)C>C1COCC1>[F:37][C:32]1[CH:33]=[CH:34][CH:35]=[CH:36][C:31]=1[CH2:30][O:29][C:28]1[C:23]2[N:24]([C:20]([C:18](=[O:19])[NH:17][C@H:10]([C:11]3[CH:12]=[CH:13][CH:14]=[CH:15][CH:16]=3)[CH2:9][OH:8])=[C:21]([CH3:43])[N:22]=2)[CH:25]=[C:26]([C:38]([O:40][CH2:41][CH3:42])=[O:39])[CH:27]=1 |f:1.2.3|. Procedure: To a solution of 370 mg of ethyl 3-{[(1R)-2-{[tert-butyl(dimethyl)silyl]oxy}-1-phenylethyl]carbamoyl}-8-[(2-fluorobenzyl)oxy]-2-methylimidazo[1,2-a]pyridine-6-carboxylate in 12 ml of THF was added 1.22 ml of a 1 M tetrabutylammonium fluoride/THF solution, followed by stirring for 30 minutes. To the reaction mixture were added water and ethyl acetate to carry out a layer separation operation. The organic layer was dried over anhydrous magnesium sulfate and the solvent was evaporated under reduced...